From a dataset of the Open Reaction Database (ORD), a public repository of structured organic reaction records. describe an organic reaction: reactants, conditions, products, and yield Starting materials: N1N=CN=C1.[Na] (Sodium 1,2,4-triazole), FC1=C(C=CC(=C1)F)C1(OC1)C(=C)C1=CC=C(C=C1)I ((2,4-Difluorophenyl)-2-[1-(4-iodophenyl)-ethenyl]oxirane). The solvent is CN(C)C=O (DMF). Reaction conditions: time 5 hour. The product is FC1=C(C=CC(=C1)F)C(CN1N=CN=C1)(C(=C)C1=CC=C(C=C1)I)O (2-(2,4-Difluorophenyl)-3-(4-iodophenyl)-1-(1H-1,2,4-triazol-1-yl)-3-buten-2-ol). Yield: 59.0%. As a reaction SMILES: [NH:1]1[CH:5]=[N:4][CH:3]=[N:2]1.[Na].[F:7][C:8]1[CH:13]=[C:12]([F:14])[CH:11]=[CH:10][C:9]=1[C:15]1([C:18]([C:20]2[CH:25]=[CH:24][C:23]([I:26])=[CH:22][CH:21]=2)=[CH2:19])[CH2:17][O:16]1>CN(C=O)C>[F:7][C:8]1[CH:13]=[C:12]([F:14])[CH:11]=[CH:10][C:9]=1[C:15]([OH:16])([C:18]([C:20]1[CH:21]=[CH:22][C:23]([I:26])=[CH:24][CH:25]=1)=[CH2:19])[CH2:17][N:1]1[CH:5]=[N:4][CH:3]=[N:2]1 |f:0.1,^1:5|. Procedure details: Sodium 1,2,4-triazole (12.15 g, 133 mmol) was added to a solution of (2,4-difluorophenyl)-2-[1-(4-iodophenyl)ethenyl]oxirane [34.3 g, 89 mmol, from step (e)] in dry DMF (350 ml) under nitrogen at 70° C. The mixture was stirred for 5 hours, cooled, and the solvent removed under reduced pressure. The residue was partitioned between ether (800 ml) and water (2×500 ml). The organic solution was dried (MgSO4), filtered, and silica gel (60-200μ, 75 g) was added. The ether was removed under reduced pre... Reactants: CN1Cc2c(Cl)cc(Cl)cc2C(c2ccccc2)C1, O=S(=O)(O)Cl. Yields the product CN1Cc2c(Cl)cc(Cl)cc2C(c2ccc(S(=O)(=O)Cl)cc2)C1. As a reaction SMILES: [Cl:1][c:2]1[cH:3][c:4]2[c:9]([c:10]([Cl:12])[cH:11]1)[CH2:8][N:7]([CH3:13])[CH2:6][CH:5]2[c:14]1[cH:15][cH:16][cH:17][cH:18][cH:19]1.[Cl:20][S:21](=[O:22])(=[O:23])[OH:24]>>[Cl:1][c:2]1[cH:3][c:4]2[c:9]([c:10]([Cl:12])[cH:11]1)[CH2:8][N:7]([CH3:13])[CH2:6][CH:5]2[c:14]1[cH:15][cH:16][c:17]([S:21]([Cl:20])(=[O:22])=[O:23])[cH:18][cH:19]1. Starting materials: N1=CC=C(C2=CC=CC=C12)C(C)O (1-Quinolin-4-yl-ethanol), S(=O)(Cl)Cl (thiony-chloride). Run in C(Cl)(Cl)Cl (chloroform). Conditions: temperature 0 celsius, time 30 minute. Product: ClC(C)C1=CC=NC2=CC=CC=C12 (4-(1-Chloroethyl)-quinoline). Yield: 99.3%. RXN SMILES: [N:1]1[C:10]2[C:5](=[CH:6][CH:7]=[CH:8][CH:9]=2)[C:4]([CH:11](O)[CH3:12])=[CH:3][CH:2]=1.S(Cl)([Cl:16])=O>C(Cl)(Cl)Cl>[Cl:16][CH:11]([C:4]1[C:5]2[C:10](=[CH:9][CH:8]=[CH:7][CH:6]=2)[N:1]=[CH:2][CH:3]=1)[CH3:12]. Procedure: To 1-Quinolin-4-yl-ethanol (1.4 g, 8.09 mmol) in 15 ml chloroform, thiony-chloride (1.8 ml, 20.2 mmol) was added dropwise over a five minute period at room temperature. Stirring was continued for 30 minutes after which the reaction mixture was cooled to 0° C. and quenched carefully by the addition of saturated aqueous NaHCO3 (20 ml). The chloroform layer was dried over sodium sulfate, filtered and concentrated. Column purification (hexane:ethyl acetate; 1.5:3.5) gave 1.54 g (100%) of the product... Starting materials: O=C([O-])O, CCOC(=O)c1c(C2CC2)[nH]c2ccccc2c1=O, CC#N, [Na+], O=P(Cl)(Cl)Cl. The product is CCOC(=O)c1c(C2CC2)nc2ccccc2c1Cl. As a reaction SMILES: [C:25](=[O:26])([OH:27])[O-:28].[CH2:6]([CH3:7])[O:8][C:9](=[O:10])[c:11]1[c:12]([CH:22]2[CH2:23][CH2:24]2)[nH:13][c:14]2[cH:15][cH:16][cH:17][cH:18][c:19]2[c:20]1=[O:21].[CH3:30][C:31]#[N:32].[Na+:29].[P:1]([Cl:2])([Cl:3])([Cl:4])=[O:5]>>[Cl:3][c:20]1[c:11]([C:9]([O:8][CH2:6][CH3:7])=[O:10])[c:12]([CH:22]2[CH2:23][CH2:24]2)[n:13][c:14]2[cH:15][cH:16][cH:17][cH:18][c:19]21. Reactants: CCOC(=O)c1ccc(Br)cc1, O=C([O-])[O-], CC1=CCC(C)(C)c2cc(N)ccc21, Cc1ccccc1, [Cs+], [Cs+], O=C(C=Cc1ccccc1)C=Cc1ccccc1, O=C(C=Cc1ccccc1)C=Cc1ccccc1, O=C(C=Cc1ccccc1)C=Cc1ccccc1, O, [Pd], [Pd], c1ccc(P(c2ccccc2)c2cc3ccccc3c(-c3cccc4ccccc34)c2P(c2ccccc2)c2ccccc2)cc1. Yields the product CCOC(=O)c1ccc(Nc2ccc3c(c2)C(C)(C)CC=C3C)cc1. Reaction SMILES: [Br:15][c:16]1[cH:17][cH:18][c:19]([C:20](=[O:21])[O:22][CH2:23][CH3:24])[cH:25][cH:26]1.[C:27](=[O:28])([O-:29])[O-:30].[CH3:1][C:2]1=[CH:11][CH2:10][C:9]([CH3:12])([CH3:13])[c:8]2[c:3]1[cH:4][cH:5][c:6]([NH2:14])[cH:7]2.[CH3:79][c:80]1[cH:81][cH:82][cH:83][cH:84][cH:85]1.[Cs+:31].[Cs+:32].[O:107]=[C:108]([CH:109]=[CH:110][c:111]1[cH:112][cH:113][cH:114][cH:115][cH:116]1)[CH:117]=[CH:118][c:119]1[cH:120][cH:121][cH:122][cH:123][cH:124]1.[O:125]=[C:126]([CH:127]=[CH:128][c:129]1[cH:130][cH:131][cH:132][cH:133][cH:134]1)[CH:135]=[CH:136][c:137]1[cH:138][cH:139][cH:140][cH:141][cH:142]1.[O:89]=[C:90]([CH:91]=[CH:92][c:93]1[cH:94][cH:95][cH:96][cH:97][cH:98]1)[CH:99]=[CH:100][c:101]1[cH:102][cH:103][cH:104][cH:105][cH:106]1.[OH2:86].[Pd:87].[Pd:88].[c:33]1([P:34]([c:35]2[c:36]([P:37]([c:38]3[cH:39][cH:40][cH:41][cH:42][cH:43]3)[c:44]3[cH:45][cH:46][cH:47][cH:48][cH:49]3)[c:50](-[c:51]3[c:52]4[c:53]([cH:54][cH:55][cH:56][cH:57]4)[cH:58][cH:59][cH:60]3)[c:61]3[c:62]([cH:63]2)[cH:64][cH:65][cH:66][cH:67]3)[c:68]2[cH:69][cH:70][cH:71][cH:72][cH:73]2)[cH:74][cH:75][cH:76][cH:77][cH:78]1>>[CH3:1][C:2]1=[CH:11][CH2:10][C:9]([CH3:12])([CH3:13])[c:8]2[c:3]1[cH:4][cH:5][c:6]([NH:14][c:16]1[cH:17][cH:18][c:19]([C:20](=[O:21])[O:22][CH2:23][CH3:24])[cH:25][cH:26]1)[cH:7]2. Reaction SMILES: [C:1]([O:2][CH2:3][CH3:4])(=[O:5])[CH3:6].[CH2:8]([CH3:9])[O:10][C:11](=[O:12])[CH:13]([CH2:14][CH2:15][CH2:16][CH2:17][CH2:18][CH2:19][CH2:20][N:21]1[C:22](=[O:31])[c:23]2[c:24]([cH:27][cH:28][cH:29][cH:30]2)[C:25]1=[O:26])[NH:32][CH:33]1[CH2:34][O:35][c:36]2[c:37]([cH:49][cH:50][cH:51][cH:52]2)[N:38]([CH2:41][C:42](=[O:43])[O:44][C:45]([CH3:46])([CH3:47])[CH3:48])[C:39]1=[O:40].[ClH:7]>>[CH2:8]([CH3:9])[O:10][C:11](=[O:12])[CH:13]([CH2:14][CH2:15][CH2:16][CH2:17][CH2:18][CH2:19][CH2:20][N:21]1[C:22](=[O:31])[c:23]2[c:24]([cH:27][cH:28][cH:29][cH:30]2)[C:25]1=[O:26])[NH:32][CH:33]1[CH2:34][O:35][c:36]2[c:37]([cH:49][cH:50][cH:51][cH:52]2)[N:38]([CH2:41][C:42](=[O:43])[OH:44])[C:39]1=[O:40].[ClH:7]. Yields the product CCOC(=O)C(CCCCCCCN1C(=O)c2ccccc2C1=O)NC1COc2ccccc2N(CC(=O)O)C1=O, Cl. Starting materials: CCOC(C)=O, CCOC(=O)C(CCCCCCCN1C(=O)c2ccccc2C1=O)NC1COc2ccccc2N(CC(=O)OC(C)(C)C)C1=O, Cl. Reactants: ClCCOC1=C(C(=CC(=C1)F)CS(=O)(=O)C1=CC=CC2=CC=CC=C12)N (2-(2-chloro-ethoxy)-4-fluoro-6-(naphthalene-1-sulfonyl-methyl)-phenylamine), Cl (HCl), N(=O)[O-].[Na+] (sodium nitrite), C([O-])(O)=O.[Na+] (sodium bicarbonate). Solvent: C1CCOC1 (THF), O (H2O). Reaction conditions: temperature 3 celsius. Product: ClCCOC=1C=C(C=C2C(=NNC12)S(=O)(=O)C1=CC=CC2=CC=CC=C12)F (7-(2-Chloro-ethoxy)-5-fluoro-3-(naphthalene-1-sulfonyl)-1H-indazole), solid. Isolated yield 95.2%. Reaction SMILES: [Cl:1][CH2:2][CH2:3][O:4][C:5]1[CH:10]=[C:9]([F:11])[CH:8]=[C:7]([CH2:12][S:13]([C:16]2[C:25]3[C:20](=[CH:21][CH:22]=[CH:23][CH:24]=3)[CH:19]=[CH:18][CH:17]=2)(=[O:15])=[O:14])[C:6]=1[NH2:26].Cl.[N:28]([O-])=O.[Na+].C(=O)(O)[O-].[Na+]>C1COCC1.O>[Cl:1][CH2:2][CH2:3][O:4][C:5]1[CH:10]=[C:9]([F:11])[CH:8]=[C:7]2[C:6]=1[NH:26][N:28]=[C:12]2[S:13]([C:16]1[C:25]2[C:20](=[CH:21][CH:22]=[CH:23][CH:24]=2)[CH:19]=[CH:18][CH:17]=1)(=[O:14])=[O:15] |f:2.3,4.5|. Procedure: A mixture of 2-(2-chloro-ethoxy)-4-fluoro-6-(naphthalene-1-sulfonyl-methyl)-phenylamine (0.91 g, 2.31 mmoles) in THF (7 mL), and 4M HCl (15 mL) was stirred in a round bottom flask, under nitrogen, at 3° C. A solution of sodium nitrite (0.16 g, 2.4 mmoles) in H2O (1 mL) was added dropwise. The reaction mixture was poured into a cold solution of saturated sodium bicarbonate (100 mL) and extracted with EtOAc. Compound was dried over Na2SO4, and concentrated under vacuum to afford the title compound... The reactants are CCOC(=O)N=NC(=O)OCC, C1CCOC1, CC(C)(C)OC(=O)N1CCC(CO)(CCO)CC1, c1ccc(P(c2ccccc2)c2ccccc2)cc1. Yields the product CC(C)(C)OC(=O)N1CCC2(CCOC2)CC1. RXN SMILES: [O:1]=[C:2]([O:3][CH2:4][CH3:5])[N:6]=[N:7][C:8]([O:9][CH2:10][CH3:11])=[O:12].[O:50]1[CH2:51][CH2:52][CH2:53][CH2:54]1.[OH:13][CH2:14][CH2:15][C:16]1([CH2:29][OH:30])[CH2:17][CH2:18][N:19]([C:22](=[O:23])[O:24][C:25]([CH3:26])([CH3:27])[CH3:28])[CH2:20][CH2:21]1.[c:31]1([P:32]([c:33]2[cH:34][cH:35][cH:36][cH:37][cH:38]2)[c:39]2[cH:40][cH:41][cH:42][cH:43][cH:44]2)[cH:45][cH:46][cH:47][cH:48][cH:49]1>>[CH2:14]1[CH2:15][C:16]2([CH2:17][CH2:18][N:19]([C:22](=[O:23])[O:24][C:25]([CH3:26])([CH3:27])[CH3:28])[CH2:20][CH2:21]2)[CH2:29][O:30]1.